The task is: describe an organic reaction: reactants, conditions, products, and yield. This data is from the Open Reaction Database (ORD), a public repository of structured organic reaction records. The reactants are ClC=1C=CC2=C(NC3=C(NC2=O)C=C(C=C3)C(=O)OC)C1 (methyl 3-chloro-11-oxo-10,11-dihydro-5H-dibenzo[b,e][1,4]diazepine-8-carboxylate), COC1=C(C=CC(=C1)B1OC(C(O1)(C)C)(C)C)O (2-methoxy-4-(4,4,5,5-tetramethyl-1,3,2-dioxaborolan-2-yl)phenol), Pd(PCy3)2Cl2, [F-].[Cs+] (CsF). Run in COCCOC (DME), CO (methanol). The product is OC1=C(C=C(C=C1)C=1C=CC2=C(NC3=C(NC2=O)C=C(C=C3)C(=O)OC)C1)OC (methyl 3-(4-hydroxy-3-methoxyphenyl)-11-oxo-10,11-dihydro-5H-dibenzo[b,e][1,4]diazepine-8-carboxylate). The yield is 81.1%. As a reaction SMILES: Cl[C:2]1[CH:3]=[CH:4][C:5]2[C:11](=[O:12])[NH:10][C:9]3[CH:13]=[C:14]([C:17]([O:19][CH3:20])=[O:18])[CH:15]=[CH:16][C:8]=3[NH:7][C:6]=2[CH:21]=1.[CH3:22][O:23][C:24]1[CH:29]=[C:28](B2OC(C)(C)C(C)(C)O2)[CH:27]=[CH:26][C:25]=1[OH:39].[F-].[Cs+]>COCCOC.CO>[OH:39][C:25]1[CH:26]=[CH:27][C:28]([C:2]2[CH:3]=[CH:4][C:5]3[C:11](=[O:12])[NH:10][C:9]4[CH:13]=[C:14]([C:17]([O:19][CH3:20])=[O:18])[CH:15]=[CH:16][C:8]=4[NH:7][C:6]=3[CH:21]=2)=[CH:29][C:24]=1[O:23][CH3:22] |f:2.3|. Procedure: A mixture of Example 1B (92 mg, 0.3 mmol), 2-methoxy-4-(4,4,5,5-tetramethyl-1,3,2-dioxaborolan-2-yl)phenol (112 mg, 0.45 mmol), Pd(PCy3)2Cl2 (11 mg, 0.015 mmol), and CsF (144 mg, 0.9 mmol) in DME (20 mL) and methanol (10 mL) was heated to reflux for 16 hours, cooled to room temperature, and partitioned between ethyl acetate and water. The organic layer was washed with brine, dried (MgSO4), filtered, and concentrated under vacuum. The residue was purified by flash column chromatography on silica ... Reactants: C=O (paraformaldehyde), C(=S)=S (carbon disulfide), NCC(O)C1=CC=CC=C1 (2-amino-1-phenylethanol), C(C)(=O)[O-].[Zn+2].C(C)(=O)[O-] (zinc acetate). The solvent is C(C)(C)O (isopropanol), C(C)(C)O (isopropanol). Reaction conditions: temperature 50 celsius, time 30 minute. The product is C1(=CC=CC=C1)C1CN(CO1)C(=S)[S-].C1(=CC=CC=C1)C1CN(CO1)C(=S)[S-].[Zn+2] (Zinc Bis(5-phenyl-3-oxazolidinecarbodithioate)). The yield is 95.5%. As a reaction SMILES: [CH2:1]=O.[NH2:3][CH2:4][CH:5]([C:7]1[CH:12]=[CH:11][CH:10]=[CH:9][CH:8]=1)[OH:6].C([O-])(=O)C.[Zn+2:17].[C:18]([O-])(=O)C.[C:22](=[S:24])=[S:23]>C(O)(C)C>[C:7]1([CH:5]2[O:6][CH2:1][N:3]([C:22]([S-:24])=[S:23])[CH2:4]2)[CH:12]=[CH:11][CH:10]=[CH:9][CH:8]=1.[C:7]1([CH:5]2[O:6][CH2:18][N:3]([C:22]([S-:24])=[S:23])[CH2:4]2)[CH:12]=[CH:11][CH:10]=[CH:9][CH:8]=1.[Zn+2:17] |f:2.3.4,7.8.9|. Procedure: To 500 ml isopropanol was added 30 g. (1.0 mole) of paraformaldehyde and 137 g. (1.0 mole) of 2-amino-1-phenylethanol, and the resulting mixture was stirred and heated at 50°C. After the solids had all dissolved, the solution was stirred an additional 30 minutes at 50°C. To the solution, cooled to 35°C., was added 68.7 g. (0.375 mole) of anhydrous zinc acetate and 76.0 g. (1.0 mole) of carbon disulfide. Solids formed in several minutes whereby additional isopropanol (400 ml) was added to stir th... The reactants are S1CCCN2C3=CC(=CC=C3N=C12)CO ((3,4-Dihydro-2H-1-thia-4a,9-diaza-fluoren-6-yl)-methanol). The reagents and catalysts are [O-2].[O-2].[Mn+4] (manganese dioxide). The solvent is C(Cl)(Cl)Cl (chloroform). Run at time 1 hour. Product: S1C=2N(C=C1)C1=C(N2)C=CC(=C1)C=O (Benzo[4,5]imidazo[2,1-b]thiazole-6-carbaldehyde). As a reaction SMILES: [S:1]1[C:13]2[N:5]([C:6]3[C:11]([N:12]=2)=[CH:10][CH:9]=[C:8]([CH2:14][OH:15])[CH:7]=3)[CH2:4][CH2:3]C1>[O-2].[O-2].[Mn+4].C(Cl)(Cl)Cl>[S:1]1[CH:3]=[CH:4][N:5]2[C:6]3[CH:7]=[C:8]([CH:14]=[O:15])[CH:9]=[CH:10][C:11]=3[N:12]=[C:13]12 |f:1.2.3|. Reported procedure: To a round bottomed flask was loaded 1.16 grams of (3,4-Dihydro-2H-1-thia-4a,9-diaza-fluoren-6-yl)-methanol, 25 grams of manganese dioxide and 250 ml chloroform. The mixture was stirred for one hour at room temperature and then filtered through a pad of celite. This yielded 0.42 grams of product (42%). MS: 203.0 (M+H). H-NMR (CDCl3): δ 10.10 (ss, 1H), 8.24 (ss, 1H), 7.85 (m, 3H), 6.96 (m, 1H).